Dataset: the Open Reaction Database (ORD), a public repository of structured organic reaction records. Task: describe an organic reaction: reactants, conditions, products, and yield Reactants: CC(=O)Oc1cc(OCC(O)c2ccc3c(c2)C(C)(C)CCC3(C)C)ccc1CO, CC(=O)[O-]. Product: CC1(C)CCC(C)(C)c2cc(C(O)COc3ccc(CO)c(O)c3)ccc21. Reaction SMILES: [C:5](=[O:6])([CH3:7])[O:8][c:9]1[c:10]([CH2:11][OH:12])[cH:13][cH:14][c:15]([O:17][CH2:18][CH:19]([c:20]2[cH:21][c:22]3[c:27]([cH:28][cH:29]2)[C:26]([CH3:30])([CH3:31])[CH2:25][CH2:24][C:23]3([CH3:32])[CH3:33])[OH:34])[cH:16]1.[CH3:1][C:2](=[O:3])[O-:4]>>[OH:8][c:9]1[c:10]([CH2:11][OH:12])[cH:13][cH:14][c:15]([O:17][CH2:18][CH:19]([c:20]2[cH:21][c:22]3[c:27]([cH:28][cH:29]2)[C:26]([CH3:30])([CH3:31])[CH2:25][CH2:24][C:23]3([CH3:32])[CH3:33])[OH:34])[cH:16]1. Starting materials: COC(=O)C=Cc1cc(Cl)ccc1OCCCCCBr, Cc1ccccc1, [H][H], C1CCOC1, [Rh]. Yields the product COC(=O)CCc1cc(Cl)ccc1OCCCCCBr. Reaction SMILES: [CH3:1][O:2][C:3]([CH:4]=[CH:5][c:6]1[c:7]([O:13][CH2:14][CH2:15][CH2:16][CH2:17][CH2:18][Br:19])[cH:8][cH:9][c:10]([Cl:12])[cH:11]1)=[O:20].[CH3:29][c:30]1[cH:31][cH:32][cH:33][cH:34][cH:35]1.[H:26][H:27].[O:21]1[CH2:22][CH2:23][CH2:24][CH2:25]1.[Rh:28]>>[CH3:1][O:2][C:3]([CH2:4][CH2:5][c:6]1[c:7]([O:13][CH2:14][CH2:15][CH2:16][CH2:17][CH2:18][Br:19])[cH:8][cH:9][c:10]([Cl:12])[cH:11]1)=[O:20]. Reagents/catalysts: [Br-].C(CCC)[N+](CCCC)(CCCC)CCCC (tetrabutylammonium bromide). Procedure: After adding 0.04 g of tetrabutylammonium bromide to 8 ml of 50% aqueous solution of sodium hydroxide, the mixture is heated to 120° C. Thereto is dropwise added a solution of 0.40 g of benzyl (2S,4R)-4-hydroxy-2-(4-methyl-1-pentenyl)-1-pyrrolidinecarboxylate and 0.65 ml of 3-chloro-2-methyl-1-propene in 0.8 ml of toluene over a period of 5 minutes. The mixture thus obtained is heated under reflux for 30 minutes with stirring. The reaction mixture is cooled to ambient temperature, toluene and wa... As a reaction SMILES: [OH-].[Na+].[OH:3][C@H:4]1[CH2:8][N:7]([C:9]([O:11][CH2:12][C:13]2[CH:18]=[CH:17][CH:16]=[CH:15][CH:14]=2)=[O:10])[C@H:6]([CH:19]=[CH:20][CH2:21][CH:22]([CH3:24])[CH3:23])[CH2:5]1.Cl[CH2:26][C:27]([CH3:29])=[CH2:28].O>[Br-].C([N+](CCCC)(CCCC)CCCC)CCC.C1(C)C=CC=CC=1>[CH3:23][CH:22]([CH3:24])[CH2:21][CH:20]=[CH:19][C@@H:6]1[CH2:5][C@@H:4]([O:3][CH2:28][C:27]([CH3:29])=[CH2:26])[CH2:8][N:7]1[C:9]([O:11][CH2:12][C:13]1[CH:18]=[CH:17][CH:16]=[CH:15][CH:14]=1)=[O:10] |f:0.1,5.6|. Run in C1(=CC=CC=C1)C (toluene), C1(=CC=CC=C1)C (toluene). Yields the product CC(CC=C[C@H]1N(C[C@@H](C1)OCC(=C)C)C(=O)OCC1=CC=CC=C1)C (benzyl (2S,4R)-2-(4-methyl-1-pentenyl)-4-[(2-methyl-2-propenyl)oxy]-1-pyrrolidinecarboxylate). Starting materials: O[C@@H]1C[C@H](N(C1)C(=O)OCC1=CC=CC=C1)C=CCC(C)C (benzyl (2S,4R)-4-hydroxy-2-(4-methyl-1-pentenyl)-1-pyrrolidinecarboxylate), ClCC(=C)C (3-chloro-2-methyl-1-propene), aqueous solution, [OH-].[Na+] (sodium hydroxide), O (water). Run at temperature 120 celsius. The reactants are CCN1CCNCC1, Clc1ccc(-c2ccccn2)cn1. Product: CCN1CCN(c2ccc(-c3ccccn3)cn2)CC1. As a reaction SMILES: [CH2:1]([CH3:2])[N:3]1[CH2:4][CH2:5][NH:6][CH2:7][CH2:8]1.[Cl:9][c:10]1[cH:11][cH:12][c:13](-[c:16]2[n:17][cH:18][cH:19][cH:20][cH:21]2)[cH:14][n:15]1>>[CH2:1]([CH3:2])[N:3]1[CH2:4][CH2:5][N:6]([c:10]2[cH:11][cH:12][c:13](-[c:16]3[n:17][cH:18][cH:19][cH:20][cH:21]3)[cH:14][n:15]2)[CH2:7][CH2:8]1. As a reaction SMILES: [Br:14][c:15]1[c:16]([N+:22](=[O:23])[O-:24])[cH:17][c:18]([Br:21])[cH:19][cH:20]1.[C:1](=[O:2])([O-:3])[O-:4].[CH2:26]1[O:27][CH2:28][CH2:29][CH2:30]1.[CH3:31][CH2:32][O:33][C:34](=[O:35])[CH3:36].[Cs+:5].[Cs+:6].[OH2:25].[OH:7][c:8]1[cH:9][cH:10][cH:11][cH:12][cH:13]1>>[O:7]([c:8]1[cH:9][cH:10][cH:11][cH:12][cH:13]1)[c:15]1[c:16]([N+:22](=[O:23])[O-:24])[cH:17][c:18]([Br:21])[cH:19][cH:20]1. The product is O=[N+]([O-])c1cc(Br)ccc1Oc1ccccc1. Reactants: O=[N+]([O-])c1cc(Br)ccc1Br, O=C([O-])[O-], C1CCOC1, CCOC(C)=O, [Cs+], [Cs+], O, Oc1ccccc1. The reactants are Cc1ccc(S(=O)(=O)Cl)cc1Cl, CCOC(=O)Cc1csc(N)n1. As a reaction SMILES: [Cl:13][c:14]1[cH:15][c:16]([S:21](=[O:22])(=[O:23])[Cl:24])[cH:17][cH:18][c:19]1[CH3:20].[NH2:1][c:2]1[s:3][cH:4][c:5]([CH2:7][C:8](=[O:9])[O:10][CH2:11][CH3:12])[n:6]1>>[NH:1]([c:2]1[s:3][cH:4][c:5]([CH2:7][C:8](=[O:9])[O:10][CH2:11][CH3:12])[n:6]1)[S:21]([c:16]1[cH:15][c:14]([Cl:13])[c:19]([CH3:20])[cH:18][cH:17]1)(=[O:22])=[O:23]. The product is CCOC(=O)Cc1csc(NS(=O)(=O)c2ccc(C)c(Cl)c2)n1. Starting materials: solution, C([O-])([O-])=O.[NH4+].[NH4+] (ammonium carbonate), [Co] (cobalt), [N+](=O)(O)[O-] (nitric acid). Product: [N+](=O)([O-])[O-].[Co+2].[N+](=O)([O-])[O-] (cobalt nitrate), C([O-])([O-])=O.[Co+2] (cobalt carbonate). RXN SMILES: [Co:1].[N+:2]([O-:5])([OH:4])=[O:3].[C:6](=[O:9])([O-:8])[O-:7].[NH4+].[NH4+]>>[N+:2]([O-:5])([O-:4])=[O:3].[Co+2:1].[N+:2]([O-:5])([O-:4])=[O:3].[C:6](=[O:7])([O-:9])[O-:8].[Co+2:1] |f:2.3.4,5.6.7,8.9|. Reported procedure: A cobalt nitrate solution is prepared by reacting 125 parts of electrolytic grade cobalt with 1,125 parts of 40 percent nitric acid. About 33 percent of this solution is reserved for later use in this example. The remaining solution is mixed with 1,125 parts of 40 percent ammonium carbonate solution to form a precipitate of basic cobalt carbonate. The precipitate is separated from the solution by filtration, washed with water, dried, and placed in a furnace at 500° C. for 4 hours to form a first... Starting materials: O=C1c2ccccc2C(=O)N1Cc1ccc(OCc2ccccc2)cc1, CCO, NN, O, O. Product: NCc1ccc(OCc2ccccc2)cc1. Reaction SMILES: [CH2:1]([c:2]1[cH:3][cH:4][cH:5][cH:6][cH:7]1)[O:8][c:9]1[cH:10][cH:11][c:12]([CH2:13][N:14]2[C:15](=[O:16])[c:17]3[c:18]([cH:19][cH:20][cH:21][cH:22]3)[C:23]2=[O:24])[cH:25][cH:26]1.[CH3:31][CH2:32][OH:33].[NH2:28][NH2:29].[OH2:27].[OH2:30]>>[CH2:1]([c:2]1[cH:3][cH:4][cH:5][cH:6][cH:7]1)[O:8][c:9]1[cH:10][cH:11][c:12]([CH2:13][NH2:14])[cH:25][cH:26]1. Reactants: OC1=C(C(OC(=C1)C)=O)S (4-Hydroxy-3-mercapto-6-methyl-2-pyrone), FC=1C=C(CCl)C=CC1 (m-fluorobenzylchloride), Cl (hydrochloric acid). The solvent is N1=CC=CC=C1 (pyridine). Conditions: temperature 90 celsius. Product: FC=1C=C(CSC=2C(OC(=CC2O)C)=O)C=CC1 (3-(m-Fluorobenzylthio)-4-hydroxy-6-methyl -2-pyrone). Isolated yield 53.0%. As a reaction SMILES: [OH:1][C:2]1[CH:7]=[C:6]([CH3:8])[O:5][C:4](=[O:9])[C:3]=1[SH:10].[F:11][C:12]1[CH:13]=[C:14]([CH:17]=[CH:18][CH:19]=1)[CH2:15]Cl.Cl>N1C=CC=CC=1>[F:11][C:12]1[CH:13]=[C:14]([CH:17]=[CH:18][CH:19]=1)[CH2:15][S:10][C:3]1[C:4](=[O:9])[O:5][C:6]([CH3:8])=[CH:7][C:2]=1[OH:1]. Procedure details: 4-Hydroxy-3-mercapto-6-methyl-2-pyrone (50 g., 0.317 mole) and m-fluorobenzylchloride (45.8 g., 0.317 mole) were dissolved in pyridine (250 ml.). The temperature rose from 20° to 36°C. The resulting solution was heated at 90°C. for two hours and poured over ice and 500 ml. of concd. hydrochloric acid. This mixture was extracted with methylene chloride. The extract was dried (MgSO4) and the solvent removed by evaporation. The residue was mixed with hexane, filtered and dried, yielding 44.6 g. (53...